This data is from the Open Reaction Database (ORD), a public repository of structured organic reaction records. The task is: describe an organic reaction: reactants, conditions, products, and yield Reactants: cuprous chloride, solution, OC1CCNCC1 (4-hydroxypiperidine), solution, ClC(C#C)(C)C (3-chloro-3-methyl-1-butyne). Reagents/catalysts: [Cu] (copper). Solvent: O (Water), C(C)OCC (diethyl ether), O (water), C(C)OCC (diethyl ether). Reaction conditions: time 8 hour. Product: CC(C#C)(C)N1CCC(CC1)O (1-(1,1-Dimethyl-2-propynyl)-4-piperidinol). As a reaction SMILES: [OH:1][CH:2]1[CH2:7][CH2:6][NH:5][CH2:4][CH2:3]1.Cl[C:9]([CH3:13])([CH3:12])[C:10]#[CH:11]>C(OCC)C.O.[Cu]>[CH3:12][C:9]([N:5]1[CH2:6][CH2:7][CH:2]([OH:1])[CH2:3][CH2:4]1)([CH3:13])[C:10]#[CH:11]. Procedure details: 24 mg cuprous chloride and 15 mg copper powder were added to a mixed solution of 5 ml solution of 7.3 g 4-hydroxypiperidine in diethyl ether (5 ml) and water (2.5 ml) in a nitrogen atmosphere. The mixture was ice-cooled, and 2.5 ml solution of 2.7 ml 3-chloro-3-methyl-1-butyne in diethyl ether was added dropwise thereinto at a bulk temperature of 17 to 22° C. Then, it was stirred at room temperature overnight. Water was added thereto, and the resulting mixture was extracted with diethyl ether fo...